describe an organic reaction: reactants, conditions, products, and yield From a dataset of the Open Reaction Database (ORD), a public repository of structured organic reaction records. Reactants: C(C)OC(C(CC1=C(C=C(C=C1)OCCCC=1N=C(OC1C)C1=CC=CC=C1)C)OCC)=O ([rac]-2-ethoxy-3-{2-methyl-4-[3-(5-methyl-2-phenyl-oxazol-4-yl)-propoxy]-phenyl}-propionic acid ethyl ester), [Li+].[OH-] (LiOH). The product is C(C)OC(C(=O)O)CC1=C(C=C(C=C1)OCCCC=1N=C(OC1C)C1=CC=CC=C1)C ([rac]-2-ethoxy-3-{2-methyl-4-[3-(5-methyl-2-phenyl-oxazol-4-yl)-propoxy]-phenyl}-propionic acid). RXN SMILES: C([O:3][C:4](=[O:33])[CH:5]([O:30][CH2:31][CH3:32])[CH2:6][C:7]1[CH:12]=[CH:11][C:10]([O:13][CH2:14][CH2:15][CH2:16][C:17]2[N:18]=[C:19]([C:23]3[CH:28]=[CH:27][CH:26]=[CH:25][CH:24]=3)[O:20][C:21]=2[CH3:22])=[CH:9][C:8]=1[CH3:29])C.[Li+].[OH-]>>[CH2:31]([O:30][CH:5]([CH2:6][C:7]1[CH:12]=[CH:11][C:10]([O:13][CH2:14][CH2:15][CH2:16][C:17]2[N:18]=[C:19]([C:23]3[CH:24]=[CH:25][CH:26]=[CH:27][CH:28]=3)[O:20][C:21]=2[CH3:22])=[CH:9][C:8]=1[CH3:29])[C:4]([OH:33])=[O:3])[CH3:32] |f:1.2|. Reported procedure: In analogy to the procedure described in example 1 g], [rac]-2-ethoxy-3-{2-methyl-4-[3-(5-methyl-2-phenyl-oxazol-4-yl)-propoxy]-phenyl}-propionic acid ethyl ester was treated with LiOH to obtain [rac]-2-ethoxy-3-{2-methyl-4-[3-(5-methyl-2-phenyl-oxazol-4-yl)-propoxy]-phenyl}-propionic acid as colorless liquid, which can be separated into its antipodes by methods known in the art, such as separation of the antipodes via diastereomeric salts by crystallization with optically pure amines such as e.... Reactants: C1(CCC1)C1=CC(=C(C=C1)NC=1C=2N(C=CC1C(=O)O)C=NC2)F (8-(4-cyclobutyl-2-fluoro-phenylamino)-imidazo[1,5-a]pyridine-7-carboxylic acid), CCN=C=NCCCN(C)C (EDCI), C=1C=CC2=C(C1)N=NN2O (HOBt), CCN(C(C)C)C(C)C (DIPEA), C(=C)OCCON (O-(2-vinyloxy-ethyl)-hydroxylamine). Run in C1CCOC1 (THF). Run at time 18 hour. Yields the product C(=C)OCCONC(=O)C1=C(C=2N(C=C1)C=NC2)NC2=C(C=C(C=C2)C2CCC2)F (8-(4-Cyclobutyl-2-fluoro-phenylamino)-imidazo[1,5-a]pyridine-7-carboxylic acid (2-vinyloxy-ethoxy)-amide). Isolated yield 78.9%. Reaction SMILES: [CH:1]1([C:5]2[CH:10]=[CH:9][C:8]([NH:11][C:12]3[C:13]4[N:14]([CH:21]=[N:22][CH:23]=4)[CH:15]=[CH:16][C:17]=3[C:18]([OH:20])=O)=[C:7]([F:24])[CH:6]=2)[CH2:4][CH2:3][CH2:2]1.CCN=C=NCCCN(C)C.C1C=CC2N(O)N=NC=2C=1.CCN(C(C)C)C(C)C.[CH:55]([O:57][CH2:58][CH2:59][O:60][NH2:61])=[CH2:56]>C1COCC1>[CH:55]([O:57][CH2:58][CH2:59][O:60][NH:61][C:18]([C:17]1[CH:16]=[CH:15][N:14]2[CH:21]=[N:22][CH:23]=[C:13]2[C:12]=1[NH:11][C:8]1[CH:9]=[CH:10][C:5]([CH:1]2[CH2:4][CH2:3][CH2:2]2)=[CH:6][C:7]=1[F:24])=[O:20])=[CH2:56]. Procedure details: A suspension of 8-(4-cyclobutyl-2-fluoro-phenylamino)-imidazo[1,5-a]pyridine-7-carboxylic acid (154 mg, 0.46 mmol), EDCI (105 mg, 0.55 mmol), HOBt (74 mg, 0.55 mmol), DIPEA (0.19 mL, 1.14 mmol) and O-(2-vinyloxy-ethyl)-hydroxylamine (52 mg, 0.50 mmol) in THF (2.5 mL) was stirred at room temperature for 18 hours. The reaction mixture was partitioned between DCM (20 mL) and saturated aqueous NaHCO3. The organic layer was isolated then washed with water (20 mL), followed by brine (20 mL), dried (Mg... Reactants: CC=1NC(=C(C(C1C(=O)OC)C1=C(C=CC=C1)C#N)C(=O)OC)C=O (dimethyl 2-methyl-4-(2-cyanophenyl)-6-formyl-1,4-dihydropyridine-3,5-dicarboxylate), [BH4-].[Na+] (sodium borohydride), C(C)(=O)O (actic acid). The solvent is O (water), CO (methanol). The product is CC=1NC(=C(C(C1C(=O)OC)C1=C(C=CC=C1)C#N)C(=O)OC)CO (dimethyl 2-methyl-4-(2-cyanophenyl)-6-hydroxymethyl-1,4-dihydropyridine-3,5-dicarboxylate). The yield is 72.2%. RXN SMILES: [CH3:1][C:2]1[NH:3][C:4]([CH:24]=[O:25])=[C:5]([C:20]([O:22][CH3:23])=[O:21])[CH:6]([C:12]2[CH:17]=[CH:16][CH:15]=[CH:14][C:13]=2[C:18]#[N:19])[C:7]=1[C:8]([O:10][CH3:11])=[O:9].[BH4-].[Na+].C(O)(=O)C>CO.O>[CH3:1][C:2]1[NH:3][C:4]([CH2:24][OH:25])=[C:5]([C:20]([O:22][CH3:23])=[O:21])[CH:6]([C:12]2[CH:17]=[CH:16][CH:15]=[CH:14][C:13]=2[C:18]#[N:19])[C:7]=1[C:8]([O:10][CH3:11])=[O:9] |f:1.2|. Reported procedure: To a cold solution of dimethyl 2-methyl-4-(2-cyanophenyl)-6-formyl-1,4-dihydropyridine-3,5-dicarboxylate (2.3 g) in methanol (46 ml) at -5° C. was added portionwise sodium borohydride (140.7 mg) for 10 minutes, during which the temperature was kept at -4° to -5° C. with stirring. The mixture was stirred for additional 15 minutes at -6° C. The reaction mixture was diluted with water (20 ml) and acidified to about pH 5 with 50% actic acid, and then condensed under reduced pressure to separate out ... The reactants are C1(=CC=CC2=CC=CC=C12)C#CC=1N=C(SC1)C1CCN(CC1)C(=O)OC(C)(C)C (tert-Butyl 4-[4-(naphthalen-1-ylethynyl)-1,3-thiazol-2-yl]piperidine-1-carboxylate), CC1=CC(=NN1CC(=O)O)C(F)(F)F ([5-methyl-3-(trifluoromethyl)-1H-pyrazol-1-yl]acetic acid). The product is CC1=CC(=NN1CC(=O)N1CCC(CC1)C=1SC=C(N1)C#CC1=CC=CC2=CC=CC=C12)C(F)(F)F (2-[5-Methyl-3-(trifluoromethyl)-1H-pyrazol-1-yl]-1-{4-[4-(naphthalen-1-ylethynyl)-1,3-thiazol-2-yl]piperidin-1-yl}ethanone). As a reaction SMILES: [C:1]1([C:11]#[C:12][C:13]2[N:14]=[C:15]([CH:18]3[CH2:23][CH2:22][N:21](C(OC(C)(C)C)=O)[CH2:20][CH2:19]3)[S:16][CH:17]=2)[C:10]2[C:5](=[CH:6][CH:7]=[CH:8][CH:9]=2)[CH:4]=[CH:3][CH:2]=1.[CH3:31][C:32]1[N:36]([CH2:37][C:38]([OH:40])=O)[N:35]=[C:34]([C:41]([F:44])([F:43])[F:42])[CH:33]=1>>[CH3:31][C:32]1[N:36]([CH2:37][C:38]([N:21]2[CH2:22][CH2:23][CH:18]([C:15]3[S:16][CH:17]=[C:13]([C:12]#[C:11][C:1]4[C:10]5[C:5](=[CH:6][CH:7]=[CH:8][CH:9]=5)[CH:4]=[CH:3][CH:2]=4)[N:14]=3)[CH2:19][CH2:20]2)=[O:40])[N:35]=[C:34]([C:41]([F:44])([F:43])[F:42])[CH:33]=1. Procedure: tert-Butyl 4-[4-(naphthalen-1-ylethynyl)-1,3-thiazol-2-yl]piperidine-1-carboxylate (IV-6, 200 mg) is deprotected analogously to Example II-2 and then reacted analogously to Example I-81 with [5-methyl-3-(trifluoromethyl)-1H-pyrazol-1-yl]acetic acid (117 mg). After chromatographic purification, this gives 2-[5-methyl-3-(trifluoromethyl)-1H-pyrazol-1-yl]-1-{4-[4-(naphthalen-1-ylethynyl)-1,3-thiazol-2-yl]piperidin-1-yl}ethanone (112 mg). Reactants: C(C)(C)(C)OC(=O)N[C@@H]1CN(CC1)C(CN(C1=CC(=CC=C1)OC1=CC=CC=C1)CC(=O)O)=O ([[2-((S)-3-tert-butoxycarbonylaminopyrrolidin-1-yl)-2-oxo-ethyl]-(3-phenoxyphenyl)amino]acetic acid), FC1=C(C(=C(C(=C1O)F)F)F)F (pentafluorophenol), C(C)N=C=NCCCN(C)C (1-ethyl-3-(3′-dimethylaminopropyl)-carbodiimide). The solvent is CN(C)C=O (DMF), C(C)(=O)OCC (ethyl acetate). Run at time 8 hour. The product is C(C)(C)(C)OC(=O)N[C@@H]1CN(CC1)C(CN(C1=CC(=CC=C1)OC1=CC=CC=C1)CC(=O)OC1=C(C(=C(C(=C1F)F)F)F)F)=O ([[2-((S)-3-tert-Butoxycarbonylaminopyrrolidin-1-yl)-2-oxo-ethyl]-(3-phenoxy-phenyl)amino]acetic acid, pentafluorophenyl ester), solid. Isolated yield 57.0%. Reaction SMILES: [C:1]([O:5][C:6]([NH:8][C@H:9]1[CH2:13][CH2:12][N:11]([C:14](=[O:34])[CH2:15][N:16]([CH2:30][C:31]([OH:33])=[O:32])[C:17]2[CH:22]=[CH:21][CH:20]=[C:19]([O:23][C:24]3[CH:29]=[CH:28][CH:27]=[CH:26][CH:25]=3)[CH:18]=2)[CH2:10]1)=[O:7])([CH3:4])([CH3:3])[CH3:2].[F:35][C:36]1[C:41](O)=[C:40]([F:43])[C:39]([F:44])=[C:38]([F:45])[C:37]=1[F:46].C(N=C=NCCCN(C)C)C>CN(C=O)C.C(OCC)(=O)C>[C:1]([O:5][C:6]([NH:8][C@H:9]1[CH2:13][CH2:12][N:11]([C:14](=[O:34])[CH2:15][N:16]([CH2:30][C:31]([O:33][C:41]2[C:40]([F:43])=[C:39]([F:44])[C:38]([F:45])=[C:37]([F:46])[C:36]=2[F:35])=[O:32])[C:17]2[CH:22]=[CH:21][CH:20]=[C:19]([O:23][C:24]3[CH:25]=[CH:26][CH:27]=[CH:28][CH:29]=3)[CH:18]=2)[CH2:10]1)=[O:7])([CH3:4])([CH3:2])[CH3:3]. Procedure: To a solution of [[2-((S)-3-tert-butoxycarbonylaminopyrrolidin-1-yl)-2-oxo-ethyl]-(3-phenoxyphenyl)amino]acetic acid 27 (4.36 g, 9.39 mmol) in DMF (30 mL) were added pentafluorophenol (1.88 g, 10.21 mmol) and 1-ethyl-3-(3′-dimethylaminopropyl)-carbodiimide (1.96 g, 10.22 mmol). The reaction mixture was stirred overnight at room temperature. It was then diluted with ethyl acetate, washed with 10% hydrochloric acid (×2), brine (×2), dried (Na2SO4) and concentrated in vacuo. The resultant solid was... Reactants: O=C([O-])O, CC(C)(C)O, NCCCCCC(=O)O, [Na+], O=S(Cl)Cl. Product: CC(C)(C)OC(=O)CCCCCN. RXN SMILES: [C:14](=[O:15])([OH:16])[O-:17].[C:19]([CH3:20])([CH3:21])([CH3:22])[OH:23].[NH2:1][CH2:2][CH2:3][CH2:4][CH2:5][CH2:6][C:7](=[O:8])[OH:9].[Na+:18].[S:10]([Cl:11])([Cl:12])=[O:13]>>[NH2:1][CH2:2][CH2:3][CH2:4][CH2:5][CH2:6][C:7]([O:8][C:19]([CH3:20])([CH3:21])[CH3:22])=[O:9]. Starting materials: CC(=O)O, CCOC(=O)c1[nH]ccc1N, CCO, O=Cc1cccc(=O)[nH]1. Yields the product CCOC(=O)c1[nH]ccc1NCc1cccc(=O)[nH]1. RXN SMILES: [C:21]([OH:22])(=[O:23])[CH3:24].[CH2:10]([CH3:11])[O:12][C:13](=[O:14])[c:15]1[nH:16][cH:17][cH:18][c:19]1[NH2:20].[CH3:25][CH2:26][OH:27].[O:1]=[c:2]1[cH:3][cH:4][cH:5][c:6]([CH:8]=[O:9])[nH:7]1>>[O:1]=[c:2]1[cH:3][cH:4][cH:5][c:6]([CH2:8][NH:20][c:19]2[c:15]([C:13]([O:12][CH2:10][CH3:11])=[O:14])[nH:16][cH:17][cH:18]2)[nH:7]1.